From a dataset of the Open Reaction Database (ORD), a public repository of structured organic reaction records. describe an organic reaction: reactants, conditions, products, and yield The reactants are CC(C)(C)C1=CC=C(C=C1C1=C(C=CC(=C1)OC)F)COC1=CC=C(C=C1)[C@@H](CC(=O)OC)C#CCC (Methyl (3R)-3-(4-(((6-(1,1-dimethylethyl)-2′-fluoro-5′-(methyloxy)-1,1′-biphenyl-3-yl)methyl)oxy)phenyl)-4-heptynoate), C1CCOC1 (THF), CCO (EtOH), [OH-].[Na+] (sodium hydroxide). Conditions: time 19 hour. Product: CC(C)(C)C1=CC=C(C=C1C1=C(C=CC(=C1)OC)F)COC1=CC=C(C=C1)[C@@H](CC(=O)O)C#CCC ((3R)-3-(4-(((6-(1,1-Dimethylethyl)-2′-fluoro-5′-(methyloxy)-1,1′-biphenyl-3-yl)methyl)oxy)phenyl)-4-heptynoic acid). Isolated yield 57.3%. As a reaction SMILES: [CH3:1][C:2]([C:5]1[C:10]([C:11]2[CH:16]=[C:15]([O:17][CH3:18])[CH:14]=[CH:13][C:12]=2[F:19])=[CH:9][C:8]([CH2:20][O:21][C:22]2[CH:27]=[CH:26][C:25]([C@H:28]([C:34]#[C:35][CH2:36][CH3:37])[CH2:29][C:30]([O:32]C)=[O:31])=[CH:24][CH:23]=2)=[CH:7][CH:6]=1)([CH3:4])[CH3:3].C1COCC1.CCO.[OH-].[Na+]>>[CH3:4][C:2]([C:5]1[C:10]([C:11]2[CH:16]=[C:15]([O:17][CH3:18])[CH:14]=[CH:13][C:12]=2[F:19])=[CH:9][C:8]([CH2:20][O:21][C:22]2[CH:23]=[CH:24][C:25]([C@H:28]([C:34]#[C:35][CH2:36][CH3:37])[CH2:29][C:30]([OH:32])=[O:31])=[CH:26][CH:27]=2)=[CH:7][CH:6]=1)([CH3:1])[CH3:3] |f:3.4|. Procedure details: To a stirred solution of 25.2 (0.050 g, 0.10 mmol) in THF (2 mL, 0.2 mmol) and EtOH (2 mL, 0.2 mmol) at 23° C. was added a solution of 1 M sodium hydroxide (1.00 mL, 1.0 mmol). The resulting mixture was stirred for 19 hours. The reaction mixture was then concentrated in vacuo. 1 N HCl was added to bring the pH to 1, and the resulting mixture was extracted with EtOAc, dried over MgSO4, filtered and concentrated. The crude product was purified by silica gel flash chromatography (0-20% EtOAc/hexane... Starting materials: BrC1=CC(=C(C(=O)Cl)C=C1)F (4-bromo-2-fluorobenzoyl chloride), Cl.C(C)C=1C=C(C(=NC1)N1CCNCC1)C (1-(5-ethyl-3-methylpyridin-2-yl)piperazine hydrochloride). The product is BrC1=CC(=C(C=C1)C(=O)N1CCN(CC1)C1=NC=C(C=C1C)CC)F ((4-bromo-2-fluorophenyl)[4-(5-ethyl-3-methylpyridin-2-yl)piperazin-1-yl]methanone). The yield is 99.2%. As a reaction SMILES: [Br:1][C:2]1[CH:10]=[CH:9][C:5]([C:6](Cl)=[O:7])=[C:4]([F:11])[CH:3]=1.Cl.[CH2:13]([C:15]1[CH:16]=[C:17]([CH3:27])[C:18]([N:21]2[CH2:26][CH2:25][NH:24][CH2:23][CH2:22]2)=[N:19][CH:20]=1)[CH3:14]>>[Br:1][C:2]1[CH:10]=[CH:9][C:5]([C:6]([N:24]2[CH2:25][CH2:26][N:21]([C:18]3[C:17]([CH3:27])=[CH:16][C:15]([CH2:13][CH3:14])=[CH:20][N:19]=3)[CH2:22][CH2:23]2)=[O:7])=[C:4]([F:11])[CH:3]=1 |f:1.2|. Procedure details: By reaction and treatment in the same manner as in Preparation Example 8 and using 4-bromo-2-fluorobenzoyl chloride (2.4 g) and 1-(5-ethyl-3-methylpyridin-2-yl)piperazine hydrochloride (2.4 g) described in Preparation Example 99, the title compound (4 g) was obtained. RXN SMILES: [C:13]([CH3:15])([CH3:16])([O:17][OH:14])[CH3:18].[CH2:20]1[O:21][CH2:22][CH2:23][CH2:24]1.[CH3:2][O:3][c:4]1[cH:5][cH:6][c:7]([N+:10](=[O:11])[O-:12])[cH:8][n:9]1.[ClH:19].[NH3:1].[OH2:25]>>[CH3:2][O:3][c:4]1[cH:5][cH:6][c:7]([N+:10](=[O:11])[O-:12])[c:8]([OH:17])[n:9]1. Starting materials: CC(C)(C)OO, C1CCOC1, COc1ccc([N+](=O)[O-])cn1, Cl, N, O. The product is COc1ccc([N+](=O)[O-])c(O)n1. The reactants are CC(C)n1ccc2ccc(Br)cc21, CC(=O)[CH-]C(C)=O, CC(C)(C)[O-], CN1CCNCC1, ClCCl, [Na+], [Pd], Cc1ccccc1C. The product is CC(C)n1ccc2ccc(C3CNCCN3C)cc21. Reaction SMILES: [Br:1][c:2]1[cH:3][cH:4][c:5]2[cH:6][cH:7][n:8]([CH:11]([CH3:12])[CH3:13])[c:9]2[cH:10]1.[CH-:39]([C:40](=[O:41])[CH3:42])[C:43](=[O:44])[CH3:45].[CH3:14][C:15]([CH3:16])([O-:17])[CH3:18].[CH3:20][N:21]1[CH2:22][CH2:23][NH:24][CH2:25][CH2:26]1.[Cl:35][CH2:36][Cl:37].[Na+:19].[Pd:38].[c:27]1([CH3:28])[c:29]([CH3:30])[cH:31][cH:32][cH:33][cH:34]1>>[c:2]1([CH:22]2[N:21]([CH3:20])[CH2:26][CH2:25][NH:24][CH2:23]2)[cH:3][cH:4][c:5]2[cH:6][cH:7][n:8]([CH:11]([CH3:12])[CH3:13])[c:9]2[cH:10]1. Conditions: time 12 hour. Isolated yield 44.1%. RXN SMILES: [NH:1]1[CH2:6][CH2:5][CH2:4][CH2:3][CH2:2]1.Cl.C(N=C=NCCCN(C)C)C.[CH3:19][O:20][C:21]1[C:22](=[O:45])[C:23]([CH3:44])=[C:24]([CH2:30][C:31]2[C:32]([O:40][C:41](=[O:43])[CH3:42])=[C:33]([CH:37]=[CH:38][CH:39]=2)[C:34](O)=[O:35])[C:25](=[O:29])[C:26]=1[O:27][CH3:28]>C(Cl)Cl>[CH3:19][O:20][C:21]1[C:22](=[O:45])[C:23]([CH3:44])=[C:24]([CH2:30][C:31]2[C:32]([O:40][C:41](=[O:43])[CH3:42])=[C:33]([CH:37]=[CH:38][CH:39]=2)[C:34]([N:1]2[CH2:6][CH2:5][CH2:4][CH2:3][CH2:2]2)=[O:35])[C:25](=[O:29])[C:26]=1[O:27][CH3:28] |f:1.2|. Starting materials: ice water, N1CCCCC1 (Piperidine), Cl.C(C)N=C=NCCCN(C)C (1-ethyl-3-(3-dimethylaminopropyl)carbodiimide hydrochloride), COC=1C(C(=C(C(C1OC)=O)CC=1C(=C(C(=O)O)C=CC1)OC(C)=O)C)=O (3-(5,6-dimethoxy-3-methyl-1,4-benzoquinon-2-yl)methyl-2-acetoxybenzoic acid). Procedure details: Piperidine (0.133 g, 1.56 mmol) and 1-ethyl-3-(3-dimethylaminopropyl)carbodiimide hydrochloride (0.448 g, 2.34 mmol) were added to a methylene chloride solution (30 ml) of 3-(5,6-dimethoxy-3-methyl-1,4-benzoquinon-2-yl)methyl-2-acetoxybenzoic acid (0.293 g, 0.783 mmol) and the resulting solution was stirred at room temperature for 12 hours. The reaction solution was poured into ice water and then extracted with methylene chloride. The extract was washed with water and then dried, and the solvent... Run in C(Cl)Cl (methylene chloride). Product: COC=1C(C(=C(C(C1OC)=O)CC=1C(=C(C(=O)N2CCCCC2)C=CC1)OC(C)=O)C)=O (N-[3-(5,6-Dimethoxy-3-methyl-1,4-benzoquinon-2-yl)methyl-2-acetoxybenzoyl]piperidine).